Dataset: the Open Reaction Database (ORD), a public repository of structured organic reaction records. Task: describe an organic reaction: reactants, conditions, products, and yield The reactants are [N+](=O)([O-])C1=C2C(C(=O)OC2=O)=CC=C1 (nitrophthalic anhydride), C1(=CC=CC=C1)[P+](Cl)(Cl)Cl (Phenyltrichlorophosphonium), [OH-].[Na+] (sodium hydroxide). The solvent is C1(=CC=CC=C1)P(=O)(Cl)Cl (phenylphosphonic dichloride). Run at temperature 170 celsius. Product: ClC1=C2C(C(=O)OC2=O)=CC=C1 (3-chlorophthalic anhydride). RXN SMILES: C1([P+](Cl)(Cl)[Cl:8])C=CC=CC=1.[N+]([C:14]1[CH:24]=[CH:23][CH:22]=[C:16]2[C:17]([O:19][C:20](=[O:21])[C:15]=12)=[O:18])([O-])=O.[OH-].[Na+]>C1(P(Cl)(Cl)=O)C=CC=CC=1>[Cl:8][C:14]1[CH:24]=[CH:23][CH:22]=[C:16]2[C:17]([O:19][C:20](=[O:21])[C:15]=12)=[O:18] |f:2.3|. Procedure: Phenyltrichlorophosphonium hexachlorophosphide (4 g, 8.8 mM) was added to phenylphosphonic dichloride (10 ml). To this solutoin, 3 nitrophthalic anhydride (1.7 g, 8.8 mM) was added. The reaction mixture was heated to 170° C. for 12 hours, then cooled to room temperature and poured onto ice. After neutralizing with 50% aqueous sodium hydroxide, the reaction was extracted with ethyl acetate. The combined ethyl acetate extracts were washed with brine, dried over magnesium sulfate, and concentrated ... Starting materials: OC=1C=C(C=C(C1)OC)CCCC1OCCCO1 (2-[3-(3-hydroxy-5-methoxyphenyl)propyl]-1,3-dioxane), ClC1=C(C=CC=C1)S(=O)(=O)Cl (2-chlorobenzenesulfonyl chloride), N,N-dimethylaminopyridine, C(C)(C)N(C(C)C)CC (N,N-diisopropylethylamine). Run in ClCCl (dichloromethane). Reaction conditions: time 30 minute. The product is 2-[3-(3-hydroxy-5-methoxyphenyl)-3-propenyl]-1,3-dioxane, ClC1=C(C=CC=C1)S(=O)(=O)OC=1C=C(C=C(C1)OC)CCCC1OCCCO1 (2-[3-[3-(2-Chlorophenylsulfonyloxy)-5-methoxyphenyl]propyl]-1,3-dioxane). Isolated yield 77.0%. RXN SMILES: [OH:1][C:2]1[CH:3]=[C:4]([CH2:10][CH2:11][CH2:12][CH:13]2[O:18][CH2:17][CH2:16][CH2:15][O:14]2)[CH:5]=[C:6]([O:8][CH3:9])[CH:7]=1.C(N(CC)C(C)C)(C)C.[Cl:28][C:29]1[CH:34]=[CH:33][CH:32]=[CH:31][C:30]=1[S:35](Cl)(=[O:37])=[O:36]>ClCCl>[Cl:28][C:29]1[CH:34]=[CH:33][CH:32]=[CH:31][C:30]=1[S:35]([O:1][C:2]1[CH:3]=[C:4]([CH2:10][CH2:11][CH2:12][CH:13]2[O:14][CH2:15][CH2:16][CH2:17][O:18]2)[CH:5]=[C:6]([O:8][CH3:9])[CH:7]=1)(=[O:37])=[O:36]. Procedure: To all of 2-[3-(3-hydroxy-5-methoxyphenyl)propyl]-1,3-dioxane, as prepared in step d, in dichloromethane (2 mL) containing 500 μL of N,N-diisopropylethylamine was added 166 mg (0.79 mmol) of 2-chlorobenzenesulfonyl chloride. After stirring at ambient temperature for 30 min, 5 mg of N,N-dimethylaminopyridine was added and the reaction mixture was stirred for an additional 30 min. The reaction mixture was quenched with 10% aqueous citric acid, extracted into diethyl ether, dried (MgSO4), concentra...